This data is from the Open Reaction Database (ORD), a public repository of structured organic reaction records. The task is: describe an organic reaction: reactants, conditions, products, and yield Reactants: O=C([O-])[O-], OB(O)c1cc(Cl)cc(Cl)c1, Cc1cc(N)nc(CCc2nc3cc(Br)cnc3[nH]2)c1, [Na+], [Na+], C1COCCO1. Yields the product Cc1cc(N)nc(CCc2nc3cc(-c4cc(Cl)cc(Cl)c4)cnc3[nH]2)c1. Reaction SMILES: [C:38](=[O:39])([O-:40])[O-:41].[Cl:21][c:22]1[cH:23][c:24]([B:29]([OH:30])[OH:31])[cH:25][c:26]([Cl:28])[cH:27]1.[NH2:1][c:2]1[n:3][c:4]([CH2:9][CH2:10][c:11]2[n:12][c:13]3[c:14]([n:15][cH:16][c:17]([Br:19])[cH:18]3)[nH:20]2)[cH:5][c:6]([CH3:8])[cH:7]1.[Na+:42].[Na+:43].[O:32]1[CH2:33][CH2:34][O:35][CH2:36][CH2:37]1>>[NH2:1][c:2]1[n:3][c:4]([CH2:9][CH2:10][c:11]2[n:12][c:13]3[c:14]([n:15][cH:16][c:17](-[c:24]4[cH:23][c:22]([Cl:21])[cH:27][c:26]([Cl:28])[cH:25]4)[cH:18]3)[nH:20]2)[cH:5][c:6]([CH3:8])[cH:7]1. Reactants: BrB(Br)Br, COc1cc2c3c4c(c(-c5ccccc5Cl)cc3n(C)c2cc1OCCCN1CCCC1)C(=O)NC4=O. The product is Cn1c2cc(OCCCN3CCCC3)c(O)cc2c2c3c(c(-c4ccccc4Cl)cc21)C(=O)NC3=O. RXN SMILES: [B:38]([Br:39])([Br:40])[Br:41].[Cl:1][c:2]1[c:3](-[c:8]2[cH:9][c:10]3[n:11]([CH3:37])[c:12]4[cH:13][c:14]([O:28][CH2:29][CH2:30][CH2:31][N:32]5[CH2:33][CH2:34][CH2:35][CH2:36]5)[c:15]([O:26][CH3:27])[cH:16][c:17]4[c:18]3[c:19]3[c:20]2[C:21](=[O:25])[NH:22][C:23]3=[O:24])[cH:4][cH:5][cH:6][cH:7]1>>[Cl:1][c:2]1[c:3](-[c:8]2[cH:9][c:10]3[n:11]([CH3:37])[c:12]4[cH:13][c:14]([O:28][CH2:29][CH2:30][CH2:31][N:32]5[CH2:33][CH2:34][CH2:35][CH2:36]5)[c:15]([OH:26])[cH:16][c:17]4[c:18]3[c:19]3[c:20]2[C:21](=[O:25])[NH:22][C:23]3=[O:24])[cH:4][cH:5][cH:6][cH:7]1. Starting materials: N[C@@H](CCN1CCC(CC1)C=1C=C(C=CC1)NC(C(C)C)=O)C1=CC=CC=C1 (N-(3-{1-[(3S)-3-amino-3-phenylpropyl]-4-piperidinyl}phenyl)-2-methylpropanamide), C1(=CC=CC2=CC=CC=C12)C(=O)Cl (1-naphthoyl chloride). Yields the product C(C(C)C)(=O)NC=1C=C(C=CC1)C1CCN(CC1)CC[C@@H](C1=CC=CC=C1)NC(=O)C1=CC=CC2=CC=CC=C12 (N-((1S)-3-{4-[3-(ISOBUTYRYLAMINO)PHENYL]-1-PIPERIDINYL}-1-PHENYLPROPYL)-1-NAPHTHAMIDE). Reaction SMILES: [NH2:1][C@H:2]([C:23]1[CH:28]=[CH:27][CH:26]=[CH:25][CH:24]=1)[CH2:3][CH2:4][N:5]1[CH2:10][CH2:9][CH:8]([C:11]2[CH:12]=[C:13]([NH:17][C:18](=[O:22])[CH:19]([CH3:21])[CH3:20])[CH:14]=[CH:15][CH:16]=2)[CH2:7][CH2:6]1.[C:29]1([C:39](Cl)=[O:40])[C:38]2[C:33](=[CH:34][CH:35]=[CH:36][CH:37]=2)[CH:32]=[CH:31][CH:30]=1>>[C:18]([NH:17][C:13]1[CH:12]=[C:11]([CH:8]2[CH2:9][CH2:10][N:5]([CH2:4][CH2:3][C@H:2]([NH:1][C:39]([C:29]3[C:38]4[C:33](=[CH:34][CH:35]=[CH:36][CH:37]=4)[CH:32]=[CH:31][CH:30]=3)=[O:40])[C:23]3[CH:24]=[CH:25][CH:26]=[CH:27][CH:28]=3)[CH2:6][CH2:7]2)[CH:16]=[CH:15][CH:14]=1)(=[O:22])[CH:19]([CH3:21])[CH3:20]. Procedure: Prepared by Procedure Q1 and Scheme AC using N-(3-{1-[(3S)-3-amino-3-phenylpropyl]-4-piperidinyl}phenyl)-2-methylpropanamide and 1-naphthoyl chloride: ESMS m/e: 533.7 (M+H)+.